Dataset: the Open Reaction Database (ORD), a public repository of structured organic reaction records. Task: describe an organic reaction: reactants, conditions, products, and yield Reactants: solution, [H-].C(C(C)C)[Al+]CC(C)C (diisobutylaluminum hydride), C1CCCCC1 (cyclohexane), ClC1=C2C(=NN=C1C1=CC=CC=C1)N(N=C2C2=CC=CC=C2)C(C(=O)OCC)C (ethyl 2-(4-chloro-3,5-diphenyl-1H-pyrazolo[3,4-c]pyridazin-1-yl)propanoate), [Cl-].[NH4+] (ammonium chloride). Run in C1CCOC1 (THF), C(Cl)Cl (CH2Cl2). Run at temperature 0 celsius, time 15 minute. Yields the product ClC1=C2C(=NN=C1C1=CC=CC=C1)N(N=C2C2=CC=CC=C2)C(CO)C (2-(4-chloro-3,5-diphenyl-1H-pyrazolo[3,4-c]pyridazin-1-yl)propan-1-ol). The yield is 43.4%. As a reaction SMILES: [Cl:1][C:2]1[C:7]([C:8]2[CH:13]=[CH:12][CH:11]=[CH:10][CH:9]=2)=[N:6][N:5]=[C:4]2[N:14]([CH:23]([CH3:29])[C:24](OCC)=[O:25])[N:15]=[C:16]([C:17]3[CH:22]=[CH:21][CH:20]=[CH:19][CH:18]=3)[C:3]=12.[H-].C([Al+]CC(C)C)C(C)C.C1CCCCC1.[Cl-].[NH4+]>C1COCC1.C(Cl)Cl>[Cl:1][C:2]1[C:7]([C:8]2[CH:9]=[CH:10][CH:11]=[CH:12][CH:13]=2)=[N:6][N:5]=[C:4]2[N:14]([CH:23]([CH3:29])[CH2:24][OH:25])[N:15]=[C:16]([C:17]3[CH:22]=[CH:21][CH:20]=[CH:19][CH:18]=3)[C:3]=12 |f:1.2,4.5|. Procedure: To a cooled (0° C.) stirred solution of ethyl 2-(4-chloro-3,5-diphenyl-1H-pyrazolo[3,4-c]pyridazin-1-yl)propanoate (72 mg, 0.177 mmol) in THF (0.5 mL) was added dropwise a 1.1 M solution of diisobutylaluminum hydride in cyclohexane (1 mL, 1.1 mmol). After 15 minutes, a saturated solution of ammonium chloride and CH2Cl2 were added at 0° C. to the reaction mixture. The aqueous phase was extracted with CH2Cl2 and the organic phases combined, dried over MgSO4, filtered and evaporated. Purification u... Starting materials: COc1cc(CC(=O)O)ccc1OC(C)=O, C1CCOC1, O=S(Cl)Cl. Product: COc1cc(CC(=O)Cl)ccc1OC(C)=O. As a reaction SMILES: [C:1]([CH3:2])(=[O:3])[O:4][c:5]1[c:6]([O:15][CH3:16])[cH:7][c:8]([CH2:11][C:12](=[O:13])[OH:14])[cH:9][cH:10]1.[CH2:21]1[O:22][CH2:23][CH2:24][CH2:25]1.[S:17]([Cl:18])([Cl:19])=[O:20]>>[C:1]([CH3:2])(=[O:3])[O:4][c:5]1[c:6]([O:15][CH3:16])[cH:7][c:8]([CH2:11][C:12](=[O:13])[Cl:19])[cH:9][cH:10]1. Starting materials: S1C(=NC2=C1C=CC=C2)C2=CC=C(C=C2)C (4-(benzothiazol-2-yl) toluene), BrN1C(CCC1=O)=O (N-bromosuccinimide), C(C1=CC=CC=C1)(=O)OOC(C1=CC=CC=C1)=O (benzoyl peroxide). The solvent is C(Cl)(Cl)(Cl)Cl (carbon tetrachloride). Product: S1C(=NC2=C1C=CC=C2)C2=CC=C(C=C2)CBr (4-(benzothiazol-2-yl) bromomethylbenzene). Yield: 67.4%. Reaction SMILES: [S:1]1[C:5]2[CH:6]=[CH:7][CH:8]=[CH:9][C:4]=2[N:3]=[C:2]1[C:10]1[CH:15]=[CH:14][C:13]([CH3:16])=[CH:12][CH:11]=1.[Br:17]N1C(=O)CCC1=O.C(OOC(=O)C1C=CC=CC=1)(=O)C1C=CC=CC=1>C(Cl)(Cl)(Cl)Cl>[S:1]1[C:5]2[CH:6]=[CH:7][CH:8]=[CH:9][C:4]=2[N:3]=[C:2]1[C:10]1[CH:15]=[CH:14][C:13]([CH2:16][Br:17])=[CH:12][CH:11]=1. Reported procedure: To a solution of 45 g (0.2 mol) of 4-(benzothiazol-2-yl) toluene in 1000 ml of dry carbon tetrachloride were added 35.6 g (0.2 mol) of N-bromosuccinimide and a catalytic amount of benzoyl peroxide. The mixture was refluxed for 12 hours, and then allowed to cool down to room temperature. The precipitated succinimide was filtered off and the filtrate evaporated to dryness in vacuo, whereupon 55 g of crude crystals were obtained. Recrystallization from 1500 ml of cyclohexane gave 41 g of purified 4... The reactants are O=C(O)CCl, [K+], [OH-], O, Oc1ccc2ccccc2c1. Product: O=C(O)COc1ccc2ccccc2c1. As a reaction SMILES: [Cl:14][CH2:15][C:16](=[O:17])[OH:18].[K+:2].[OH-:1].[OH2:19].[OH:3][c:4]1[cH:5][cH:6][c:7]2[cH:8][cH:9][cH:10][cH:11][c:12]2[cH:13]1>>[O:3]([c:4]1[cH:5][cH:6][c:7]2[cH:8][cH:9][cH:10][cH:11][c:12]2[cH:13]1)[CH2:15][C:16](=[O:17])[OH:18]. Reactants: C(C)(=O)N1C(C(C2=CC=C(C=C12)OC)=C(C1=CC=CC=C1)OCC)=O (1-acetyl-3-(1-ethoxy-1-phenyl-methylidene)-6-methoxy-2-indolinone), N1(CCCCC1)CC1=CC=C(N)C=C1 (4-(piperidin-1-yl-methyl)-aniline). The product is N1(CCCCC1)CC1=CC=C(N\C(\C2=CC=CC=C2)=C\2/C(NC3=CC(=CC=C23)OC)=O)C=C1 (3-(Z)-{1-[4-(piperidin-1-yl-methyl)-anilino]-1-phenyl-methylidene}-6-methoxy-2-indolinone). Reaction SMILES: C([N:4]1[C:12]2[C:7](=[CH:8][CH:9]=[C:10]([O:13][CH3:14])[CH:11]=2)[C:6](=[C:15](OCC)[C:16]2[CH:21]=[CH:20][CH:19]=[CH:18][CH:17]=2)[C:5]1=[O:25])(=O)C.[N:26]1([CH2:32][C:33]2[CH:39]=[CH:38][C:36]([NH2:37])=[CH:35][CH:34]=2)[CH2:31][CH2:30][CH2:29][CH2:28][CH2:27]1>>[N:26]1([CH2:32][C:33]2[CH:34]=[CH:35][C:36]([NH:37]/[C:15](=[C:6]3\[C:5](=[O:25])[NH:4][C:12]4[C:7]\3=[CH:8][CH:9]=[C:10]([O:13][CH3:14])[CH:11]=4)/[C:16]3[CH:17]=[CH:18][CH:19]=[CH:20][CH:21]=3)=[CH:38][CH:39]=2)[CH2:27][CH2:28][CH2:29][CH2:30][CH2:31]1. Reported procedure: Prepared from 1-acetyl-3-(1-ethoxy-1-phenyl-methylidene)-6-methoxy-2-indolinone and 4-(piperidin-1-yl-methyl)-aniline Reactants: [N+](=O)([O-])C=1C=CC2=C(NCC(O2)CC(=O)OC)C1 (methyl (6-nitro-3,4-dihydro-2H-1,4-benzoxazin-2-yl)acetate), C([O-])([O-])=O.[Na+].[Na+] (sodium carbonate), C(C1=CC=CC=C1)(=O)Cl (benzoyl chloride), N1=CC=CC=C1 (pyridine). Solvent: CN(C)C=O (DMF), C(C)(=O)OCC (ethyl acetate). Conditions: time 8 hour. The product is C(C1=CC=CC=C1)(=O)N1CC(OC2=C1C=C(C=C2)NC(CCCNC2=NC=CC=C2)=O)CC(=O)O ((4-benzoyl-6-{[4-(2-pyridinylamino)butanoyl]amino}-3,4-dihydro-2H-1,4-benzoxazin-2-yl)acetic acid). Isolated yield 93.0%. RXN SMILES: [N+:1]([C:4]1[CH:5]=[CH:6][C:7]2[O:12][CH:11]([CH2:13][C:14]([O:16]C)=[O:15])[CH2:10][NH:9][C:8]=2[CH:18]=1)([O-])=O.[C:19](=[O:22])([O-])[O-].[Na+].[Na+].[C:25](Cl)(=[O:32])[C:26]1[CH:31]=[CH:30][CH:29]=[CH:28][CH:27]=1.[N:34]1[CH:39]=[CH:38][CH:37]=[CH:36][CH:35]=1>CN(C=O)C.C(OCC)(=O)C>[C:25]([N:9]1[C:8]2[CH:18]=[C:4]([NH:1][C:19](=[O:22])[CH2:8][CH2:18][CH2:4][NH:1][C:35]3[CH:36]=[CH:37][CH:38]=[CH:39][N:34]=3)[CH:5]=[CH:6][C:7]=2[O:12][CH:11]([CH2:13][C:14]([OH:16])=[O:15])[CH2:10]1)(=[O:32])[C:26]1[CH:31]=[CH:30][CH:29]=[CH:28][CH:27]=1 |f:1.2.3|. Procedure details: To a stirred suspension of methyl (6-nitro-3,4-dihydro-2H-1,4-benzoxazin-2-yl)acetate 2 (2.52 g, 10 mmol) and anhydrous sodium carbonate (2 g.) in anhydrous DMF (15 mL) and anhydrous pyridine (5 mL), benzoyl chloride (1.5 mL, 12.96 mmol) was added. The resulting suspension was stirred 8 hours at room temperature. The reaction mixture was then diluted with ethyl acetate (100 mL) and washed with water (3×100 mL). After separation the organic phase was dried (Na2SO4) and evaporated to dryness in va... Reactants: [BH4-], O=[N+]([O-])c1cccc(F)c1Br, CO, [Na+], Cl[Ni]Cl, O. The product is Nc1cccc(F)c1Br. RXN SMILES: [BH4-:12].[Br:1][c:2]1[c:3]([F:11])[cH:4][cH:5][cH:6][c:7]1[N+:8]([O-:9])=[O:10].[CH3:15][OH:16].[Na+:13].[Ni:17]([Cl:18])[Cl:19].[OH2:14]>>[Br:1][c:2]1[c:3]([F:11])[cH:4][cH:5][cH:6][c:7]1[NH2:8].